This data is from the Open Reaction Database (ORD), a public repository of structured organic reaction records. The task is: describe an organic reaction: reactants, conditions, products, and yield Starting materials: [OH-].[Na+] (sodium hydroxide), C(O)([O-])=O.[Na+] (sodium hydrogen carbonate), ClC1=NC(=CC(=C1)C(=O)Cl)Cl (2,6-dichloro-pyridine-4-carboxylic acid chloride), ice EtOH, FC=1C=C2CCNC2=CC1 (5-fluoro-2,3-dihydro-1H-indole). Solvent: C(Cl)Cl (DCM). Reaction conditions: time 2 hour. The product is ClC1=NC(=CC(=C1)C(=O)N1CCC2=CC(=CC=C12)F)Cl ((2,6-dichloro-pyridin-4-yl)-(5-fluoro-2,3-dihydro-indol-1-yl)-methanone). Reaction SMILES: [Cl:1][C:2]1[CH:7]=[C:6]([C:8](Cl)=[O:9])[CH:5]=[C:4]([Cl:11])[N:3]=1.[F:12][C:13]1[CH:14]=[C:15]2[C:19](=[CH:20][CH:21]=1)[NH:18][CH2:17][CH2:16]2.[OH-].[Na+].C(=O)([O-])O.[Na+]>C(Cl)Cl>[Cl:1][C:2]1[CH:7]=[C:6]([C:8]([N:18]2[C:19]3[C:15](=[CH:14][C:13]([F:12])=[CH:21][CH:20]=3)[CH2:16][CH2:17]2)=[O:9])[CH:5]=[C:4]([Cl:11])[N:3]=1 |f:2.3,4.5|. Procedure details: 2.0 g (9.5 mmol) 2,6-dichloro-pyridine-4-carboxylic acid chloride in 50 mL DCM were cooled in the ice/EtOH bath and combined with 1.3 g (9.6 mmol) 5-fluoro-2,3-dihydro-1H-indole. In addition 9.6 mL (9.6 mmol) of a 1N aqueous sodium hydroxide solution were added dropwise and the mixture was stirred for 2 h while being cooled and for 1 h at RT. Then 50 mL of a saturated sodium hydrogen carbonate solution were added and the mixture was stirred for a further 10 min. The organic phase was separated o... Starting materials: OCC1=NN2C(NC=3C=CC=CC3C2=C1)=O (2-(Hydroxymethyl)pyrazolo[1,5-c]quinazolin-5(6H)-one), resultant solution. Solvent: C(CC)(=O)O (propionic acid). Yields the product C(CC)(=O)OCC1=NN2C(NC=3C=CC=CC3C2=C1)=O (2-(Propionyloxymethyl)pyrazolo[1,5-c]quinazolin-5(6H)-one). Isolated yield 69.0%. As a reaction SMILES: [OH:1][CH2:2][C:3]1[CH:15]=[C:14]2[N:5]([C:6](=[O:16])[NH:7][C:8]3[CH:9]=[CH:10][CH:11]=[CH:12][C:13]=32)[N:4]=1>C(O)(=O)CC>[C:2]([O:1][CH2:2][C:3]1[CH:15]=[C:14]2[N:5]([C:6](=[O:16])[NH:7][C:8]3[CH:9]=[CH:10][CH:11]=[CH:12][C:13]=32)[N:4]=1)(=[O:1])[CH2:3][CH3:15]. Reported procedure: 2-(Hydroxymethyl)pyrazolo[1,5-c]quinazolin-5(6H)-one 83.0 g, 0.0139 mole) is suspended in 250 ml of propionic acid and the mixture refluxed overnight under nitrogen. The resultant solution is stripped to a solid and recrystallized from absolute ethanol to give 2.6 g(69% yield) of analytically pure title compound, m.p. 184°-186°.